Task: describe an organic reaction: reactants, conditions, products, and yield. Dataset: the Open Reaction Database (ORD), a public repository of structured organic reaction records Reactants: ClC1=CC2=C(NC(CC3N2CCN(C3)C(=O)OC(C)(C)C)=O)C=C1 (tert-butyl 10-chloro-6-oxo-1,2,4a,5,6,7-hexahydrobenzo[b]pyrazino[1,2-d][1,4]diazepine-3(4H)-carboxylate), Cl (HCl). The solvent is ClCCl (dichloromethane). Yields the product ClC1=CC2=C(NC(CC3N2CCNC3)=O)C=C1 (10-chloro-1,2,3,4,4a,5-hexahydropyrazino[1,2-a][1,5]benzodiazepin-6(7H)-one). As a reaction SMILES: [Cl:1][C:2]1[CH:24]=[CH:23][C:5]2[NH:6][C:7](=[O:22])[CH2:8][CH:9]3[CH2:14][N:13](C(OC(C)(C)C)=O)[CH2:12][CH2:11][N:10]3[C:4]=2[CH:3]=1.Cl>ClCCl>[Cl:1][C:2]1[CH:24]=[CH:23][C:5]2[NH:6][C:7](=[O:22])[CH2:8][CH:9]3[CH2:14][NH:13][CH2:12][CH2:11][N:10]3[C:4]=2[CH:3]=1. Reported procedure: To a solution of Example 3C (122 mg, 0.347 mmol) in dichloromethane (5 mL) was added HCl (4 M in dioxane, 0.867 mL, 3.47 mmol). After the reaction was complete by LC/MS analysis, the volatiles were removed in vacuo, and the residue was purified by preparative HPLC to afford the title compound. 1H NMR (500 MHz, DMSO-d6/D2O) δ ppm 7.12-7.20 (m, 2H), 7.01 (d, J=8.24 Hz, 1H), 3.61-3.69 (m, J=8.09 Hz, 1H), 3.27-3.42 (m, 4H), 2.94-3.08 (m, 2H), 2.68 (dd, J=13.73, 7.02 Hz, 1H), 2.08 (d, J=12.51 Hz, 1H)... The reactants are Brc1c[se]cc1Br, COC(C)(C)C, CCNCC, C#C[Si](C)(C)C, [Cu], [I-], CN(C)C=O, c1ccc(P(c2ccccc2)c2ccccc2)cc1. Yields the product C[Si](C)(C)C#Cc1c[se]cc1Br. Reaction SMILES: [Br:1][c:2]1[cH:3][se:4][cH:5][c:6]1[Br:7].[C:39]([O:40][CH3:41])([CH3:42])([CH3:43])[CH3:44].[CH2:28]([NH:29][CH2:30][CH3:31])[CH3:32].[CH3:33][Si:34]([CH3:35])([CH3:36])[C:37]#[CH:38].[Cu:45].[I-:27].[O:46]=[CH:47][N:48]([CH3:49])[CH3:50].[c:8]1([P:9]([c:10]2[cH:11][cH:12][cH:13][cH:14][cH:15]2)[c:16]2[cH:17][cH:18][cH:19][cH:20][cH:21]2)[cH:22][cH:23][cH:24][cH:25][cH:26]1>>[c:2]1([C:38]#[C:37][Si:34]([CH3:33])([CH3:35])[CH3:36])[cH:3][se:4][cH:5][c:6]1[Br:7]. The reactants are O=C1NC2=C(SC3=C1C=CC(=C3)C(=O)OC)C=CC=C2 (Methyl 10,11-Dihydro-11-oxodibenzo[b,f][1,4]thiazepin-3-carboxylate), [OH-].[Na+] (sodium hydroxide). Solvent: O1CCCC1 (tetrahydrofuran). Conditions: time 3 hour. The product is O=C1NC2=C(SC3=C1C=CC(=C3)C(=O)O)C=CC=C2 (10,11-Dihydro-11-oxodibenzo[b,f][1,4]thiazepin-3-carboxylic Acid). As a reaction SMILES: [O:1]=[C:2]1[C:8]2[CH:9]=[CH:10][C:11]([C:13]([O:15]C)=[O:14])=[CH:12][C:7]=2[S:6][C:5]2[CH:17]=[CH:18][CH:19]=[CH:20][C:4]=2[NH:3]1.[OH-].[Na+]>O1CCCC1>[O:1]=[C:2]1[C:8]2[CH:9]=[CH:10][C:11]([C:13]([OH:15])=[O:14])=[CH:12][C:7]=2[S:6][C:5]2[CH:17]=[CH:18][CH:19]=[CH:20][C:4]=2[NH:3]1 |f:1.2|. Reported procedure: Dissolve 1.49 gm of the ester of Example 2 in 50 cc of tetrahydrofuran. Add 40 cc of 10% sodium hydroxide and stir at room temperature for 3 hours. Evaporate the tetrahydrofuran and extract the aqueous residue with ethyl acetate. Acidify and separate the precipitate by filtration. Wash the precipitate well with water and dry in vacuo to obtain the title product (m.p. 362°-364° C.). Reactants: CCCCc1ccc(C(Cl)=Cc2ccc(Br)cc2)cc1, C1COCCO1, CO, [K+], [OH-]. Yields the product CCCCc1ccc(C#Cc2ccc(Br)cc2)cc1. Reaction SMILES: [Br:1][c:2]1[cH:3][cH:4][c:5]([CH:8]=[C:9]([c:10]2[cH:11][cH:12][c:13]([CH2:16][CH2:17][CH2:18][CH3:19])[cH:14][cH:15]2)[Cl:20])[cH:6][cH:7]1.[CH2:23]1[O:24][CH2:25][CH2:26][O:27][CH2:28]1.[CH3:29][OH:30].[K+:22].[OH-:21]>>[Br:1][c:2]1[cH:3][cH:4][c:5]([C:8]#[C:9][c:10]2[cH:11][cH:12][c:13]([CH2:16][CH2:17][CH2:18][CH3:19])[cH:14][cH:15]2)[cH:6][cH:7]1.